This data is from the Open Reaction Database (ORD), a public repository of structured organic reaction records. The task is: describe an organic reaction: reactants, conditions, products, and yield Reactants: [Si](C)(C)(C(C)(C)C)OCC1C(C1)CC#CCOC1OCCCC1 (2-(4-tetrahydropyranyloxy-2-butynyl)cyclopropylmethyl t-butyldimethylsilyl ether), [F-].C(CCC)[N+](CCCC)(CCCC)CCCC (tetrabutyl ammonium fluoride). Run in O1CCCC1 (tetrahydrofuran), O1CCCC1 (tetrahydrofuran). Reaction conditions: time 1 hour. Product: O1C(CCCC1)OCC#CCC1C(C1)CO (2-(4-tetrahydropyranyloxy-2-butynyl)cyclopropylmethanol). Yield: 111.5%. RXN SMILES: [Si]([O:8][CH2:9][CH:10]1[CH2:12][CH:11]1[CH2:13][C:14]#[C:15][CH2:16][O:17][CH:18]1[CH2:23][CH2:22][CH2:21][CH2:20][O:19]1)(C(C)(C)C)(C)C.[F-].C([N+](CCCC)(CCCC)CCCC)CCC>O1CCCC1>[O:19]1[CH2:20][CH2:21][CH2:22][CH2:23][CH:18]1[O:17][CH2:16][C:15]#[C:14][CH2:13][CH:11]1[CH2:12][CH:10]1[CH2:9][OH:8] |f:1.2|. Reported procedure: The 2-(4-tetrahydropyranyloxy-2-butynyl)cyclopropylmethyl t-butyldimethylsilyl ether (5.8 g, 17.2 mmol) was dissolved in tetrahydrofuran (50 ml), and a tetrabutyl ammonium fluoride (factor=1.0) tetrahydrofuran solution (33 ml, 33 mmol) was added thereto at 0° C. The mixture was stirred for one hour. The product was purified by column chromatography to obtain 2-(4-tetrahydropyranyloxy-2-butynyl)cyclopropylmethanol (4.3 g). The reactants are Cl (hydrochloric acid), [OH-].[Na+] (sodium hydroxide), FC(C1=CC=C(C=C1)NC(=O)C=1C=NOC1C)(F)F (N-(4-trifluoromethylphenyl)-5-methylisoxazole-4-carboxamide). Run in O (water), CO (methanol), O (water). Run at time 30 minute. Product: FC(C1=CC=C(C=C1)NC(\C(=C(\C)/O)\C#N)=O)(F)F (N-(4-trifluoromethylphenyl)-2-cyano-3-hydroxycrotonamide). Reaction SMILES: [F:1][C:2]([F:19])([F:18])[C:3]1[CH:8]=[CH:7][C:6]([NH:9][C:10]([C:12]2[CH:13]=[N:14][O:15][C:16]=2[CH3:17])=[O:11])=[CH:5][CH:4]=1.[OH-].[Na+].Cl>CO.O>[F:1][C:2]([F:18])([F:19])[C:3]1[CH:8]=[CH:7][C:6]([NH:9][C:10](=[O:11])/[C:12](/[C:13]#[N:14])=[C:16](\[OH:15])/[CH3:17])=[CH:5][CH:4]=1 |f:1.2|. Procedure details: 0.1 mol of N-(4-trifluoromethylphenyl)-5-methylisoxazole-4-carboxamide is dissolved in 100 ml of methanol and treated at +10° C. with a solution of 0.11 mol (4.4 g) of sodium hydroxide in 100 ml of water. The mixture is stirred for 30 minutes and, after diluting with water, is acidified with concentrated hydrochloric acid. The precipitated crop of crystals is filtered off with suction, washed with water and dried in air. The yield is 24.4 g of N-(4-trifluoromethylphenyl)-2-cyano-3-hydroxycrotona... Starting materials: O=C(Cl)C(=O)Cl, ClCCl, CC(C)(C(=O)O)C(F)(F)F, CN(C)C=O. Yields the product CC(C)(C(=O)Cl)C(F)(F)F. Reaction SMILES: [Cl:16][C:17]([C:18]([Cl:19])=[O:20])=[O:21].[Cl:22][CH2:23][Cl:24].[F:6][C:7]([C:8]([C:9](=[O:10])[OH:11])([CH3:12])[CH3:13])([F:14])[F:15].[O:1]=[CH:2][N:3]([CH3:4])[CH3:5]>>[F:6][C:7]([C:8]([C:9](=[O:10])[Cl:16])([CH3:12])[CH3:13])([F:14])[F:15].